Dataset: the Open Reaction Database (ORD), a public repository of structured organic reaction records. Task: describe an organic reaction: reactants, conditions, products, and yield Reactants: CN(C)C=O, CC(C)C(O)CC1CCN(Cc2ccc(Cl)c(Cl)c2)CC1, O=[Cr](=O)([O-])O[Cr](=O)(=O)[O-], c1cc[nH+]cc1, c1cc[nH+]cc1. The product is CC(C)C(=O)CC1CCN(Cc2ccc(Cl)c(Cl)c2)CC1. RXN SMILES: [CH3:43][N:44]([CH3:45])[CH:46]=[O:47].[Cl:22][c:23]1[cH:24][c:25]([CH2:26][N:27]2[CH2:28][CH2:29][CH:30]([CH2:33][CH:34]([CH:35]([CH3:36])[CH3:37])[OH:38])[CH2:31][CH2:32]2)[cH:39][cH:40][c:41]1[Cl:42].[Cr:1]([O:2][Cr:3]([O-:4])(=[O:5])=[O:6])([O-:7])(=[O:8])=[O:9].[nH+:10]1[cH:11][cH:12][cH:13][cH:14][cH:15]1.[nH+:16]1[cH:17][cH:18][cH:19][cH:20][cH:21]1>>[Cl:22][c:23]1[cH:24][c:25]([CH2:26][N:27]2[CH2:28][CH2:29][CH:30]([CH2:33][C:34]([CH:35]([CH3:36])[CH3:37])=[O:38])[CH2:31][CH2:32]2)[cH:39][cH:40][c:41]1[Cl:42]. Starting materials: CN(C)C=O, O=[N+]([O-])c1cc(F)cc([N+](=O)[O-])c1O, O=P(Cl)(Cl)Cl. The product is O=[N+]([O-])c1cc(F)cc([N+](=O)[O-])c1Cl. As a reaction SMILES: [CH3:20][N:21]([CH3:22])[CH:23]=[O:24].[F:1][c:2]1[cH:3][c:4]([N+:12](=[O:13])[O-:14])[c:5]([OH:11])[c:6]([N+:8](=[O:9])[O-:10])[cH:7]1.[P:15]([Cl:16])([Cl:17])([Cl:18])=[O:19]>>[F:1][c:2]1[cH:3][c:4]([N+:12](=[O:13])[O-:14])[c:5]([Cl:17])[c:6]([N+:8](=[O:9])[O-:10])[cH:7]1. Reactants: ClC1=C(C=NC2=CC=C(C=C12)F)[N+](=O)[O-] (4-Chloro-6-fluoro-3-nitro-quinoline), FC1=C(N)C=CC=C1 (2-fluoroaniline), O (water). Run in C(C)(=O)O (acetic acid). Product: FC=1C=C2C(=C(C=NC2=CC1)[N+](=O)[O-])NC1=C(C=CC=C1)F ((6-Fluoro-3-nitro-quinolin-4-yl)-(2-fluoro-phenyl)-amine), solution. Reaction SMILES: Cl[C:2]1[C:11]2[C:6](=[CH:7][CH:8]=[C:9]([F:12])[CH:10]=2)[N:5]=[CH:4][C:3]=1[N+:13]([O-:15])=[O:14].[F:16][C:17]1[CH:23]=[CH:22][CH:21]=[CH:20][C:18]=1[NH2:19].O>C(O)(=O)C>[F:12][C:9]1[CH:10]=[C:11]2[C:6](=[CH:7][CH:8]=1)[N:5]=[CH:4][C:3]([N+:13]([O-:15])=[O:14])=[C:2]2[NH:19][C:18]1[CH:20]=[CH:21][CH:22]=[CH:23][C:17]=1[F:16]. Procedure details: 0.4 g (1.8 mmol) of 4-chloro-6-fluoro-3-nitro-quinoline (Example 19c) and 0.17 ml (1.98 mmol) 2-fluoroaniline in 5 ml acetic acid are stirred overnight at rt. Crystals are formed. The mixture is poured into water, the solid material is filtered off and washed with water. The residue is dissolved in CH2Cl2 and washed twice with water. The organic phase is dried over MgSO4 and most of the solvent is evaporated. The title compound is obtained from this solution as yellow crystals by adding hexane. ... Reactants: CS(=O)(=O)OS(=O)(=O)C (methanesulfonic anhydride), C(C)(C)N(C(C)C)CC (N,N-diisopropylethylamine), 1-(2-Methoxypyridin-4-yl)-1-(2-(4-(trifluoromethyl)phenylamino)-[1,2,4]triazolo[1,5-c]pyridin-5-yl)ethanol, CS(=O)(=O)OS(=O)(=O)C (methanesulfonic anhydride), C(C)(C)N(C(C)C)CC (N,N-diisopropylethylamine), COC1=NC=CC(=C1)C(C)C1=CC=CC=2N1N=C(N2)NC2=CC=C(C=C2)C(F)(F)F (5-(1-(2-Methoxypyridin-4-yl)ethyl)-N-(4-(trifluoromethyl)phenyl)-[1,2,4]triazolo[1,5-a]pyridin-2-amine), N#N.[H][H] (nitrogen hydrogen). The reagents and catalysts are [Pd] (Palladium). The solvent is CN(C=O)C (N,N-dimethylformamide), C(C)O (ethanol), CN1C(CCC1)=O (1-methyl-2-pyrrolidinone), C(C)(=O)OCC (ethyl acetate), C([O-])(O)=O.[Na+] (sodium bicarbonate), O (water). Reaction conditions: temperature 100 celsius. Product: FC(C1=CC=C(C=C1)NC1=NN2C(C=CC=C2C(C)C2=CC(NC=C2)=O)=N1)(F)F (4-(1-(2-(4-(Trifluoromethyl)phenylamino)-[1,2,4]triazolo[1,5-a]pyridin-5-yl)ethyl)pyridin-2(1H)-one). Yield: 51.0%. As a reaction SMILES: C[O:2][C:3]1[CH:8]=[C:7]([CH:9]([C:11]2[N:16]3[N:17]=[C:18]([NH:20][C:21]4[CH:26]=[CH:25][C:24]([C:27]([F:30])([F:29])[F:28])=[CH:23][CH:22]=4)[N:19]=[C:15]3[CH:14]=[CH:13][CH:12]=2)[CH3:10])[CH:6]=[CH:5][N:4]=1.CS(OS(C)(=O)=O)(=O)=O.C(N(CC)C(C)C)(C)C.N#N.[H][H]>C(OCC)(=O)C.C(=O)(O)[O-].[Na+].O.CN1CCCC1=O.C(O)C.[Pd].CN(C)C=O>[F:29][C:27]([F:28])([F:30])[C:24]1[CH:25]=[CH:26][C:21]([NH:20][C:18]2[N:19]=[C:15]3[CH:14]=[CH:13][CH:12]=[C:11]([CH:9]([C:7]4[CH:6]=[CH:5][NH:4][C:3](=[O:2])[CH:8]=4)[CH3:10])[N:16]3[N:17]=2)=[CH:22][CH:23]=1 |f:3.4,6.7|. Reported procedure: 5-(1-(2-Methoxypyridin-4-yl)ethyl)-N-(4-(trifluoromethyl)phenyl)-[1,2,4]triazolo[1,5-a]pyridin-2-amine. 1-(2-Methoxypyridin-4-yl)-1-(2-(4-(trifluoromethyl)phenylamino)-[1,2,4]triazolo[1,5-c]pyridin-5-yl)ethanol (0.348 g, 0.810 mmol), methanesulfonic anhydride (0.353 g, 2.026 mmol), N,N-diisopropylethylamine (0.565 mL, 3.24 mmol), and N,N-dimethylformamide (9 mL) were combined in a sealable vessel with a stirbar. Nitrogen gas was blown in to blow out air. The resulting mixture was sealed, stirred... Reactants: C(=O)(OC)CC(CCC(=O)OC)C(=O)OC (1,2,4-tricarbomethoxy butane), CO (methanol), alkali metal hydride, C(=O)(OC)C(CCC)(C(=O)OC)C(=O)OC (tricarbomethoxybutane), alkali metal hydride. Solvent: CC=1C=CC(=CC1)C (p-xylene), CC=1C=CC(=CC1)C (p-xylene). Yields the product C(=O)(OC)[C@@H]1C(CC[C@H]1C(=O)OC)=O (trans-2,3-dicarbomethoxycyclopentanone). RXN SMILES: [C:1]([CH2:5][CH:6]([C:13]([O:15][CH3:16])=[O:14])[CH2:7][CH2:8][C:9]([O:11]C)=O)([O:3][CH3:4])=[O:2].CO.C(C(C(OC)=O)(C(OC)=O)CCC)(OC)=O>CC1C=CC(C)=CC=1>[C:1]([C@H:5]1[C@H:6]([C:13]([O:15][CH3:16])=[O:14])[CH2:7][CH2:8][C:9]1=[O:11])([O:3][CH3:4])=[O:2]. Procedure details: The method of cyclizing 1,2,4-tricarbomethoxy butane, in solution in dry p-xylene containing a trace of methanol, with excess of a suspension in dry p-xylene of a dispersion of an alkali metal hydride in mineral oil, the tricarbomethoxybutane being added portionwise to the alkali metal hydride suspension with mixing at a reaction temperature of about 20° to about 40° C. for a time sufficient to form trans-2,3-dicarbomethoxycyclopentanone. Starting materials: O1C(=CC=C1)CSC(=CN)[N+](=O)[O-] (2-[(2-furanylmethyl)thio]-2-nitroethenamine), CSC(C[N+](=O)[O-])SC (1,1-bis-(methylthio)-2-nitroethane). Solvent: O1CCOCC1 (dioxan). Yields the product O1C(=CC=C1)CSCCNC(=C[N+](=O)[O-])SC (N-2-[[(2-Furanyl)methyl]thio]ethyl-1-(methylthio)-2-nitroethenamine). Yield: 50.4%. RXN SMILES: [O:1]1[CH:5]=[CH:4][CH:3]=[C:2]1[CH2:6][S:7][C:8]([N+]([O-])=O)=[CH:9][NH2:10].[CH3:14][S:15][CH:16](SC)[CH2:17][N+:18]([O-:20])=[O:19]>O1CCOCC1>[O:1]1[CH:5]=[CH:4][CH:3]=[C:2]1[CH2:6][S:7][CH2:8][CH2:9][NH:10][C:16]([S:15][CH3:14])=[CH:17][N+:18]([O-:20])=[O:19]. Procedure: A solution of 2-[(2-furanylmethyl)thio]-2-nitroethenamine (3.14 g.) and 1,1-bis-(methylthio)-2-nitroethane (13.2 g.) in dioxan (100 ml.) was heated at 100° for 11/2 hours. The solution was evaporated in vacuo and the residue suspended in warm ethyl acetate (70 ml.). The cooled suspension was filtered and the filtrate evaporated in vacuo. The oily residue was suspended in ether and the solid which separated was filtered and crystallised from ethanol to give the title compound (2.17 g.), m.p. 68°-... Starting materials: O (water), OC1=CC2=CC=C(C=C2C=C1C(=O)O)C(=O)O (2-Hydroxy-3,6-di-hydroxycarbonylnaphthalene), C(C1=CC=CC=C1)Cl (benzyl chloride), C([O-])([O-])=O.[K+].[K+] (Potassium carbonate). Yield: 134.8%. The product is C(C1=CC=CC=C1)OC1=CC2=CC=C(C=C2C=C1C(=O)OCC1=CC=CC=C1)C(=O)OCC1=CC=CC=C1 (2-benzyloxy-3,6-di-benzyloxycarbonylnaphthalene). Conditions: temperature 100 celsius. Procedure: 2-Hydroxy-3,6-di-hydroxycarbonylnaphthalene (2.4 g) was dissolved in dimethylformamide (50 g), followed by heating to 100° C. Potassium carbonate (4.6 g) was slowly added and benzyl chloride (4.2 g) was added dropwise. After heating for about 20 hours, the reaction solution was poured into a mixed solution of water (300 g) and methanol (100 g). The deposit was filtered and then washed with water to obtain 3.5 g of 2-benzyloxy-3,6-di-benzyloxycarbonylnaphthalene as whitish yellow powder (DSC anal... As a reaction SMILES: [OH:1][C:2]1[C:11]([C:12]([OH:14])=[O:13])=[CH:10][C:9]2[C:4](=[CH:5][CH:6]=[C:7]([C:15]([OH:17])=[O:16])[CH:8]=2)[CH:3]=1.C(=O)([O-])[O-].[K+].[K+].[CH2:24](Cl)[C:25]1[CH:30]=[CH:29][CH:28]=[CH:27][CH:26]=1.O>CN(C)C=O.CO>[CH2:24]([O:1][C:2]1[C:11]([C:12]([O:14][CH2:24][C:25]2[CH:30]=[CH:29][CH:28]=[CH:27][CH:26]=2)=[O:13])=[CH:10][C:9]2[C:4](=[CH:5][CH:6]=[C:7]([C:15]([O:17][CH2:5][C:4]3[CH:9]=[CH:10][CH:11]=[CH:2][CH:3]=3)=[O:16])[CH:8]=2)[CH:3]=1)[C:25]1[CH:30]=[CH:29][CH:28]=[CH:27][CH:26]=1 |f:1.2.3|. Solvent: CO (methanol), CN(C=O)C (dimethylformamide). Reactants: ClC=1C(=NC=CN1)C(N1C(C2=CC=CC=C2C1=O)=O)C1=CC=C(C=C1)OC1=CC=CC=C1 (2-[(3-chloropyrazin-2-yl)-(4-phenoxyphenyl)-methyl]-isoindole-1,3-dione), NN (hydrazine), CCO (EtOH). Solvent: C(Cl)Cl (DCM). Product: ClC=1C(=NC=CN1)C(C1=CC=C(C=C1)OC1=CC=CC=C1)N (C-(3-Chloropyrazin-2-yl)-C-(4-phenoxyphenyl)-methylamine). Yield: 79.5%. As a reaction SMILES: [Cl:1][C:2]1[C:3]([CH:8]([C:20]2[CH:25]=[CH:24][C:23]([O:26][C:27]3[CH:32]=[CH:31][CH:30]=[CH:29][CH:28]=3)=[CH:22][CH:21]=2)[N:9]2C(=O)C3C(=CC=CC=3)C2=O)=[N:4][CH:5]=[CH:6][N:7]=1.NN.CCO>C(Cl)Cl>[Cl:1][C:2]1[C:3]([CH:8]([NH2:9])[C:20]2[CH:21]=[CH:22][C:23]([O:26][C:27]3[CH:32]=[CH:31][CH:30]=[CH:29][CH:28]=3)=[CH:24][CH:25]=2)=[N:4][CH:5]=[CH:6][N:7]=1. Procedure: A solution of 2-[(3-chloropyrazin-2-yl)-(4-phenoxyphenyl)-methyl]-isoindole-1,3-dione (1.04 g, 0.0023 mol) and anhydrous hydrazine (0.247 mL, 0.0078 mol) in DCM (8.8 mL)/EtOH (6 mL) was stirred at rt overnight. The white precipitate (phthalic hydrazide) was filtered and washed with DCM. The filtrate was collected and concentrated in vacuo and purified by flash column chromatography using 10%-30% EtOAc in hexanes to afford 570 mg of the title compound as an orange oily solid. 1H NMR (400 MHz, CDC... Reactants: CN(C=O)C (dimethylformamide), C(C)(C)(C)OC(=O)[C@@H]1[C@@H](C1)C1C(NCC1)=O (3-(cis-2-t-butoxycarbonylcyclopropyl)pyrrolidin-2-one), [H-].[Na+] (sodium hydride), C(C1=CC=CC=C1)Cl (benzyl chloride). The solvent is O (water). Conditions: time 1.5 hour. Yields the product C(C1=CC=CC=C1)N1C(C(CC1)C1C(C1)C(=O)OC(C)(C)C)=O (1-benzyl-3-(2-t-butoxycarbonylcyclopropyl)pyrrolidin-2-one). The yield is 34.8%. Reaction SMILES: CN(C)C=O.[C:6]([O:10][C:11]([C@H:13]1[CH2:15][C@H:14]1[CH:16]1[CH2:20][CH2:19][NH:18][C:17]1=[O:21])=[O:12])([CH3:9])([CH3:8])[CH3:7].[H-].[Na+].[CH2:24](Cl)[C:25]1[CH:30]=[CH:29][CH:28]=[CH:27][CH:26]=1>O>[CH2:24]([N:18]1[CH2:19][CH2:20][CH:16]([CH:14]2[CH2:15][CH:13]2[C:11]([O:10][C:6]([CH3:9])([CH3:7])[CH3:8])=[O:12])[C:17]1=[O:21])[C:25]1[CH:30]=[CH:29][CH:28]=[CH:27][CH:26]=1 |f:2.3|. Reported procedure: To 30 ml of a dimethylformamide solution of 2.288 g (10.2 mmol) of 3-(cis-2-t-butoxycarbonylcyclopropyl)pyrrolidin-2-one was added 406.2 mg (10.2 mmol) of sodium hydride under cooling with ice, followed by stirring at room temperature for 1.5 hours. Then, 1.81 ml (15.3 mmol) of benzyl chloride was added thereto dropwise, followed by stirring for 2.5 hours. After completion of the reaction, water was added to the reaction mixture, and the mixture was extracted with ethyl acetate, and the organic ...